Task: describe an organic reaction: reactants, conditions, products, and yield. Dataset: the Open Reaction Database (ORD), a public repository of structured organic reaction records Starting materials: oxime, C(=O)(N1C=NC=C1)N1C=NC=C1 (1,1′-carbonyldiimidazole), O.C([O-])(O)=O.[Na+] (sodium bicarbonate water), Cl.NO (Hydroxylamine hydrochloride), C(C)(=O)[O-].[Na+] (sodium acetate), aldehyde, CC(=O)OI1(C=2C=CC=CC2C(=O)O1)(OC(=O)C)OC(=O)C (Dess-Martin periodinane), OCC1=CC=C(C=C1)[C@H]1N2C(/C(/CC[C@H]2CCC1)=C/C1=CC(=C(C=C1)N1C=NC(=C1)C)OC)=O ((E)-(6S*,9aR*)-6-(4-hydroxymethylphenyl)-3-[3-methoxy-4-(4-methyl-1H-imidazol-1-yl)benzylidene]octahydroquinolizin-4-one), O.C([O-])(O)=O.[Na+] (sodium bicarbonate water). Run in C1CCOC1 (THF), C(C)(=O)OCC (ethyl acetate), C(C)O (ethanol), O (water), C(C)(=O)OCC (ethyl acetate), C(Cl)Cl (methylene chloride), C(C)(=O)OCC (ethyl acetate). Conditions: time 30 minute. Product: C(#N)C1=CC=C(C=C1)[C@H]1N2C(/C(/CC[C@H]2CCC1)=C/C1=CC(=C(C=C1)N1C=NC(=C1)C)OC)=O ((E)-(6S*,9aR*)-6-(4-cyanophenyl)-3-[3-methoxy-4-(4-methyl-1H-imidazol-1-yl)benzylidene]octahydroquinolizin-4-one). Yield: 30.3%. As a reaction SMILES: CC(OI1(OC(C)=O)(OC(C)=O)OC(=O)C2C=CC=CC1=2)=O.O[CH2:24][C:25]1[CH:30]=[CH:29][C:28]([C@@H:31]2[CH2:40][CH2:39][CH2:38][C@H:37]3[N:32]2[C:33](=[O:56])/[C:34](=[CH:41]/[C:42]2[CH:47]=[CH:46][C:45]([N:48]4[CH:52]=[C:51]([CH3:53])[N:50]=[CH:49]4)=[C:44]([O:54][CH3:55])[CH:43]=2)/[CH2:35][CH2:36]3)=[CH:27][CH:26]=1.O.C(=O)(O)[O-].[Na+].Cl.NO.C([O-])(=O)C.[Na+].C(N1C=CN=C1)([N:73]1C=CN=C1)=O>C(Cl)Cl.C(O)C.C1COCC1.O.C(OCC)(=O)C>[C:24]([C:25]1[CH:30]=[CH:29][C:28]([C@@H:31]2[CH2:40][CH2:39][CH2:38][C@H:37]3[N:32]2[C:33](=[O:56])/[C:34](=[CH:41]/[C:42]2[CH:47]=[CH:46][C:45]([N:48]4[CH:52]=[C:51]([CH3:53])[N:50]=[CH:49]4)=[C:44]([O:54][CH3:55])[CH:43]=2)/[CH2:35][CH2:36]3)=[CH:27][CH:26]=1)#[N:73] |f:2.3.4,5.6,7.8|. Procedure: Dess-Martin periodinane (37 mg) was added to a solution of (E)-(6S*,9aR*)-6-(4-hydroxymethylphenyl)-3-[3-methoxy-4-(4-methyl-1H-imidazol-1-yl)benzylidene]octahydroquinolizin-4-one (20 mg) in methylene chloride (2 mL), and the reaction solution was stirred at room temperature for 30 minutes. Saturated sodium bicarbonate water and ethyl acetate were added to the reaction solution, and the organic layer was separated. The resulting organic layer was dried over magnesium sulfate and then concentrate... Starting materials: N1N=C(N=C1)C(=O)N (1,2,4-triazole-3-carboxamide), C(C=1C(O)=CC=CC1)(=O)Cl (salicyloyl chloride), C(C)OCC (diethyl ether). Run in C(C)N(CC)CC (triethylamine). Run at time 2 hour. The product is C(C=1C(O)=CC=CC1)(=O)C1=NC(=NN1)C(=O)N (Salicyloyl-s-triazole-3-carboxamide). Reaction SMILES: [NH:1]1[CH:5]=[N:4][C:3]([C:6]([NH2:8])=[O:7])=[N:2]1.[C:9](Cl)(=[O:17])[C:10]1[C:11](=[CH:13][CH:14]=[CH:15][CH:16]=1)[OH:12].C(OCC)C>C(N(CC)CC)C>[C:9]([C:5]1[NH:1][N:2]=[C:3]([C:6]([NH2:8])=[O:7])[N:4]=1)(=[O:17])[C:10]1[C:11](=[CH:13][CH:14]=[CH:15][CH:16]=1)[OH:12]. Procedure: To a cooled, stirred mixture of 2 g. of 1,2,4-triazole-3-carboxamide and 5.4 g. salicyloyl chloride in 125 ml. of anhydrous diethyl ether is added rapidly 2.75 g. of triethylamine. The cooling bath is removed and the mixture is stirred at room temperature for 22 hours. The mixture is filtered and the solid is collected and washed successively with diethyl ether, cold water, diethyl ether and dried in vacuo for 4 hours. The solid is extracted with hot, dry acetonitrile. The filtrate is reduced to... Reactants: C=CC(=O)OC, Cc1ccc(C(C)(C)C)c(O)c1C, CC(=O)O, Cc1ccccc1, [Na]. Product: COC(=O)CCc1cc(C(C)(C)C)c(O)c(C)c1C. RXN SMILES: [C:15]([CH:16]=[CH2:17])(=[O:18])[O:19][CH3:20].[C:2]([CH3:3])([CH3:4])([CH3:5])[c:6]1[c:7]([OH:14])[c:8]([CH3:13])[c:9]([CH3:12])[cH:10][cH:11]1.[CH3:21][C:22](=[O:23])[OH:24].[CH3:25][c:26]1[cH:27][cH:28][cH:29][cH:30][cH:31]1.[Na:1]>>[C:2]([CH3:3])([CH3:4])([CH3:5])[c:6]1[c:7]([OH:14])[c:8]([CH3:13])[c:9]([CH3:12])[c:10]([CH2:17][CH2:16][C:15](=[O:18])[O:19][CH3:20])[cH:11]1. The reactants are NC1=C2C(=NC=N1)N(N=C2C=2C=NC(=CC2)OC)C(C)C=2OC(C1=CC=CC=C1C2C2=CC=CC=C2)=O (3-(1-(4-amino-3-(6-methoxypyridin-3-yl)-1H-pyrazolo[3,4-d]pyrimidin-1-yl)ethyl)-4-phenyl-1H-isochromen-1-one), CC(=O)O (CH3COOH). Solvent: O (water), Br (HBr). Reaction conditions: temperature 60 celsius, time 4 hour. Product: NC1=C2C(=NC=N1)N(N=C2C=2C=NC(=CC2)O)C(C)C=2OC(C1=CC=CC=C1C2C2=CC=CC=C2)=O (3-(1-(4-amino-3-(6-hydroxypyridin-3-yl)-1H-pyrazolo[3,4-d]pyrimidin-1-yl)ethyl)-4-phenyl-1H-isochromen-1-one). Yield: 25.4%. RXN SMILES: [NH2:1][C:2]1[N:7]=[CH:6][N:5]=[C:4]2[N:8]([CH:19]([C:21]3[O:22][C:23](=[O:37])[C:24]4[C:29]([C:30]=3[C:31]3[CH:36]=[CH:35][CH:34]=[CH:33][CH:32]=3)=[CH:28][CH:27]=[CH:26][CH:25]=4)[CH3:20])[N:9]=[C:10]([C:11]3[CH:12]=[N:13][C:14]([O:17]C)=[CH:15][CH:16]=3)[C:3]=12.CC(O)=O>Br.O>[NH2:1][C:2]1[N:7]=[CH:6][N:5]=[C:4]2[N:8]([CH:19]([C:21]3[O:22][C:23](=[O:37])[C:24]4[C:29]([C:30]=3[C:31]3[CH:32]=[CH:33][CH:34]=[CH:35][CH:36]=3)=[CH:28][CH:27]=[CH:26][CH:25]=4)[CH3:20])[N:9]=[C:10]([C:11]3[CH:12]=[N:13][C:14]([OH:17])=[CH:15][CH:16]=3)[C:3]=12. Procedure: 3-(1-(4-amino-3-(6-methoxypyridin-3-yl)-1H-pyrazolo[3,4-d]pyrimidin-1-yl)ethyl)-4-phenyl-1H-isochromen-1-one (Example 60, 28 mg, 0.057 mmol) was dissolved in HBr 33% in CH3COOH (2 ml, 36.8 mmol) and stirred at 60° C. for 4 hr. The reaction was then diluted with 3 ml of water and the resulting mixture purified via reverse phase chromatography using a Biotage C18 30 g SNAP with a gradient of water and acetonitrile to give the title compound (6.9 mg, 25.4%) as yellowish solid.